Dataset: the Open Reaction Database (ORD), a public repository of structured organic reaction records. Task: describe an organic reaction: reactants, conditions, products, and yield The reactants are CN(CCN)C (2-(dimethylamino)-ethylamine), C(#N)NC(SC)=NCCSCC1=C(N=CN1)C (N-cyano-N'-[2-((4-methyl-5-imidazolyl)methylthio)ethyl]-S-methylisothiourea). The product is C(#N)NC(=NCCSCC1=C(N=CN1)C)NCCN(C)C (N-Cyano-N'-(2-dimethylaminoethyl)-N"-[2-((4-methyl-5-imidazolyl)methylthio)ethyl]guanidine). As a reaction SMILES: [CH3:1][N:2]([CH3:6])[CH2:3][CH2:4][NH2:5].[C:7]([NH:9][C:10](=[N:13][CH2:14][CH2:15][S:16][CH2:17][C:18]1[NH:22][CH:21]=[N:20][C:19]=1[CH3:23])SC)#[N:8]>>[C:7]([NH:9][C:10]([NH:5][CH2:4][CH2:3][N:2]([CH3:6])[CH3:1])=[N:13][CH2:14][CH2:15][S:16][CH2:17][C:18]1[NH:22][CH:21]=[N:20][C:19]=1[CH3:23])#[N:8]. Procedure: By the procedure of Example 4, 2-(dimethylamino)-ethylamine is reacted with N-cyano-N'-[2-((4-methyl-5-imidazolyl)methylthio)ethyl]-S-methylisothiourea to give the title compound.